This data is from the Open Reaction Database (ORD), a public repository of structured organic reaction records. The task is: describe an organic reaction: reactants, conditions, products, and yield Starting materials: [Al+3], CSc1ncc(C#N)c(NC2CC3CCC2C3)n1, [H-], [H-], [H-], [H-], [Li+], [NH4+], [NH4+], O=S(=O)([O-])[O-], C1CCOC1. Product: CSc1ncc(CN)c(NC2CC3CCC2C3)n1. Reaction SMILES: [Al+3:2].[CH:7]12[CH:8]([NH:14][c:15]3[n:16][c:17]([S:23][CH3:24])[n:18][cH:19][c:20]3[C:21]#[N:22])[CH2:9][CH:10]([CH2:11][CH2:12]1)[CH2:13]2.[H-:1].[H-:4].[H-:5].[H-:6].[Li+:3].[NH4+:25].[NH4+:26].[O-:27][S:28](=[O:29])(=[O:30])[O-:31].[O:32]1[CH2:33][CH2:34][CH2:35][CH2:36]1>>[CH:7]12[CH:8]([NH:14][c:15]3[n:16][c:17]([S:23][CH3:24])[n:18][cH:19][c:20]3[CH2:21][NH2:22])[CH2:9][CH:10]([CH2:11][CH2:12]1)[CH2:13]2.